From a dataset of the Open Reaction Database (ORD), a public repository of structured organic reaction records. describe an organic reaction: reactants, conditions, products, and yield Starting materials: C(C)(C)(C)OC(=O)N1CCC(CC1)COC1=CC=C(C=C1)C1=CC2=C(N=CN=C2OC2=CC(=C(C=C2)NC(=O)NC2CC2)Cl)N1COCC[Si](C)(C)C (4-(4-(4-(3-chloro-4-(3-cyclopropylureido)phenoxy)-7-(2-trimethylsilanylethoxymethyl)-7H-pyrrolo[2,3-d]pyrimidin-6-yl)phenoxymethyl)piperidine-1-carboxylic acid tert-butyl ester). The solvent is FC(C(=O)O)(F)F (trifluoroacetic acid). Conditions: time 2 hour. Yields the product ClC1=C(C=CC(=C1)OC=1C2=C(N=CN1)NC(=C2)C2=CC=C(C=C2)OCC2CCNCC2)NC(=O)NC2CC2 (1-(2-Chloro-4-(6-(4-(piperidin-4-ylmethoxy)phenyl)-7H-pyrrolo[2,3-d]pyrimidin-4-yloxy}phenyl)-3-cyclopropylurea). Isolated yield 96.8%. RXN SMILES: C(OC([N:8]1[CH2:13][CH2:12][CH:11]([CH2:14][O:15][C:16]2[CH:21]=[CH:20][C:19]([C:22]3[N:45](COCC[Si](C)(C)C)[C:25]4[N:26]=[CH:27][N:28]=[C:29]([O:30][C:31]5[CH:36]=[CH:35][C:34]([NH:37][C:38]([NH:40][CH:41]6[CH2:43][CH2:42]6)=[O:39])=[C:33]([Cl:44])[CH:32]=5)[C:24]=4[CH:23]=3)=[CH:18][CH:17]=2)[CH2:10][CH2:9]1)=O)(C)(C)C>FC(F)(F)C(O)=O>[Cl:44][C:33]1[CH:32]=[C:31]([O:30][C:29]2[C:24]3[CH:23]=[C:22]([C:19]4[CH:20]=[CH:21][C:16]([O:15][CH2:14][CH:11]5[CH2:12][CH2:13][NH:8][CH2:9][CH2:10]5)=[CH:17][CH:18]=4)[NH:45][C:25]=3[N:26]=[CH:27][N:28]=2)[CH:36]=[CH:35][C:34]=1[NH:37][C:38]([NH:40][CH:41]1[CH2:42][CH2:43]1)=[O:39]. Procedure details: After dissolving 37 mg of 4-(4-(4-(3-chloro-4-(3-cyclopropylureido)phenoxy)-7-(2-trimethylsilanylethoxymethyl)-7H-pyrrolo[2,3-d]pyrimidin-6-yl)phenoxymethyl)piperidine-1-carboxylic acid tert-butyl ester in 1 ml of trifluoroacetic acid, the mixture was stirred at room temperature for 2 hours. The reaction system was concentrated under reduced pressure, saturated bicarbonate water was added to alkalinity and liquid separation and extraction were performed with ethyl acetate. The organic layer was ... The reactants are NC(O)(C[N+](C)(C)C)CC([O-])=O (aminocarnitine), FC1=C(C(=C(C=C1)N=C=O)F)F (1,2,3-trifluoro-4-isocyanatobenzene). The product is C(C)(=O)[O-].C(=O)(O)C[C@H](C[N+](C)(C)C)NC(=O)NC1=C(C(=C(C=C1)F)F)F ((R)-3-Carboxy-N,N,N-trimethyl-2-(3-(2,3,4-trifluorophenyl)ureido)-propan-1-aminium acetate). As a reaction SMILES: [NH2:1][C:2]([CH2:9][C:10](=[O:12])[O-:11])([CH2:4][N+:5]([CH3:8])([CH3:7])[CH3:6])O.[F:13][C:14]1[CH:19]=[CH:18][C:17]([N:20]=[C:21]=[O:22])=[C:16]([F:23])[C:15]=1[F:24]>>[C:10]([O-:12])(=[O:11])[CH3:9].[C:10]([CH2:9][C@@H:2]([NH:1][C:21]([NH:20][C:17]1[CH:18]=[CH:19][C:14]([F:13])=[C:15]([F:24])[C:16]=1[F:23])=[O:22])[CH2:4][N+:5]([CH3:8])([CH3:7])[CH3:6])([OH:11])=[O:12] |f:2.3|. Reported procedure: According to the method described in example S11, aminocarnitine (41 mg) was reacted with 1,2,3-trifluoro-4-isocyanatobenzene to yield the title compound as a white solid (2.3 mg). 1H NMR (400 MHz, CD3OD): δ=7.70-7.60 (m, 1H), 7.10-7.00 (m, 1H), 4.61 (br s, 1H), 3.80-45 (m, 2H), 3.22 (s, 9H), 2.40-2.60 (m, 2H), 1.97 (s, 3H); MS ESI [M+H]+, calcd for [C14H18F3N3O3+H]+ 334.3 found m/z 334.1 (100) Starting materials: CC(=O)O[BH-](OC(C)=O)OC(C)=O, CCOC(C)=O, COC(=O)C(CC1CCCCC1)CC(O)S(=O)(=O)[O-], Cl, CCC1(CC)c2cc(O)ccc2CC(OC)C1N, [Na+], [Na+], [Na+], [OH-]. Yields the product CCC1(CC)c2cc(O)ccc2CC(OC)C1NCCC(CC1CCCCC1)C(=O)OC. As a reaction SMILES: [C:42]([O:43][BH-:44]([O:45][C:46](=[O:47])[CH3:48])[O:49][C:50](=[O:51])[CH3:52])(=[O:53])[CH3:54].[CH3:56][CH2:57][O:58][C:59]([CH3:60])=[O:61].[CH:1]1([CH2:7][CH:8]([CH2:9][CH:10]([OH:11])[S:12]([O-:13])(=[O:14])=[O:15])[C:16](=[O:17])[O:18][CH3:19])[CH2:2][CH2:3][CH2:4][CH2:5][CH2:6]1.[ClH:23].[NH2:24][CH:25]1[CH:26]([O:40][CH3:41])[CH2:27][c:28]2[cH:29][cH:30][c:31]([OH:39])[cH:32][c:33]2[C:34]1([CH2:35][CH3:36])[CH2:37][CH3:38].[Na+:20].[Na+:22].[Na+:55].[OH-:21]>>[CH:1]1([CH2:7][CH:8]([CH2:9][CH2:10][NH:24][CH:25]2[CH:26]([O:40][CH3:41])[CH2:27][c:28]3[cH:29][cH:30][c:31]([OH:39])[cH:32][c:33]3[C:34]2([CH2:35][CH3:36])[CH2:37][CH3:38])[C:16](=[O:17])[O:18][CH3:19])[CH2:2][CH2:3][CH2:4][CH2:5][CH2:6]1. As a reaction SMILES: [C:1](=[O:2])([OH:3])[c:4]1[cH:5][c:6](-[n:11]2[n:12][c:13]([C:19]([OH:20])=[O:21])[c:14](=[O:18])[nH:15][c:16]2=[O:17])[cH:7][cH:8][c:9]1[CH3:10].[CH3:29][CH2:30][O:31][C:32](=[O:33])[CH3:34].[CH3:35][c:36]1[cH:37][cH:38][cH:39][cH:40][cH:41]1.[Na+:23].[OH-:22].[OH2:42].[SH:24][CH2:25][C:26]([OH:27])=[O:28]>>[C:1](=[O:2])([OH:3])[c:4]1[cH:5][c:6](-[n:11]2[n:12][cH:13][c:14](=[O:18])[nH:15][c:16]2=[O:17])[cH:7][cH:8][c:9]1[CH3:10]. Product: Cc1ccc(-n2ncc(=O)[nH]c2=O)cc1C(=O)O. Reactants: Cc1ccc(-n2nc(C(=O)O)c(=O)[nH]c2=O)cc1C(=O)O, CCOC(C)=O, Cc1ccccc1, [Na+], [OH-], O, O=C(O)CS. The reactants are C(C)(C)[Mg]Cl (isopropylmagnesium chloride), C(C)(C)(C)OC(N(C1=CC=C(C=C1)N1CCOCC1)C=1C=2N(C(=CN1)Br)C=CN2)=O ((5-bromo-imidazo[1,2-a]pyrazin-8-yl)-(4-morpholin-4-yl-phenyl)-carbamic acid tert-butyl ester), C(CCC)[Sn](CCCC)(CCCC)Cl (tributyltin chloride). The solvent is O1CCCC1 (tetrahydrofuran). Run at temperature -78 celsius, time 10 minute. Yields the product C(C)(C)(C)OC(N(C=1C=2N(C(=CN1)[Sn](CCCC)(CCCC)CCCC)C=CN2)C2=CC=C(C=C2)N2CCOCC2)=O ((4-Morpholin-4-yl-phenyl)-(5-tributylstannanyl-imidazo[1,2-a]pyrazin-8-yl)-carbamic acid tert-butyl ester). Yield: 63.8%. RXN SMILES: [C:1]([O:5][C:6](=[O:30])[N:7]([C:20]1[C:21]2[N:22]([CH:27]=[CH:28][N:29]=2)[C:23](Br)=[CH:24][N:25]=1)[C:8]1[CH:13]=[CH:12][C:11]([N:14]2[CH2:19][CH2:18][O:17][CH2:16][CH2:15]2)=[CH:10][CH:9]=1)([CH3:4])([CH3:3])[CH3:2].C([Mg]Cl)(C)C.[CH2:36]([Sn:40](Cl)([CH2:45][CH2:46][CH2:47][CH3:48])[CH2:41][CH2:42][CH2:43][CH3:44])[CH2:37][CH2:38][CH3:39]>O1CCCC1>[C:1]([O:5][C:6](=[O:30])[N:7]([C:8]1[CH:13]=[CH:12][C:11]([N:14]2[CH2:19][CH2:18][O:17][CH2:16][CH2:15]2)=[CH:10][CH:9]=1)[C:20]1[C:21]2[N:22]([CH:27]=[CH:28][N:29]=2)[C:23]([Sn:40]([CH2:41][CH2:42][CH2:43][CH3:44])([CH2:45][CH2:46][CH2:47][CH3:48])[CH2:36][CH2:37][CH2:38][CH3:39])=[CH:24][N:25]=1)([CH3:4])([CH3:3])[CH3:2]. Procedure: To a cooled (−78° C.) solution of (5-bromo-imidazo[1,2-a]pyrazin-8-yl)-(4-morpholin-4-yl-phenyl)-carbamic acid tert-butyl ester (2.55 g, 5.38 mmol) in tetrahydrofuran (20 mL) is added isopropylmagnesium chloride (0.829 g, 8.06 mmol). After stirring for 5 min tributyltin chloride (2.97 g, 9.14 mmol) is added and the reaction is stirred at −78 ° C. for 10 min before being allowed to warm to room temperature. After stirring at room temperature for 30 min, the mixture is concentrated. The residue is... Reported procedure: In a 500 ml four-necked flask with stirrer, 78.3 g (0.425 mol) of trifluoroacetoacetate ethyl-(4,4,4-trifluoro)-3-oxobutyrate, 103.3 g (0.638 mol) of triethyl orthoformate and 130.0 g (1.275 mol) of acetic anhydride were mixed and heated at 120° C. for 6 hours. Then, at atmospheric pressure, initially the low-boiling components were removed and the product was then distilled under reduced pressure over a column. This gave 91.8 g (yield 90%) of the title compound as a colorless liquid of a purity... Starting materials: C(C)OC(CC(C(F)(F)F)=O)=O.FC(C(CC(=O)O)=O)(F)F (trifluoroacetoacetate ethyl-(4,4,4-trifluoro)-3-oxobutyrate), C(OCC)(OCC)OCC (triethyl orthoformate), C(C)(=O)OC(C)=O (acetic anhydride). Product: C(C)OC=C(C(=O)OCC)C(C(F)(F)F)=O (ethyl 2-ethoxymethylene-4,4,4-trifluoro-3-oxobutyrate). Reaction conditions: temperature 120 celsius. The yield is 89.9%. As a reaction SMILES: [CH2:1]([O:3][C:4](=[O:12])[CH2:5][C:6](=[O:11])[C:7]([F:10])([F:9])[F:8])[CH3:2].FC(F)(F)C(=O)CC(O)=O.[CH:23](OCC)(OCC)[O:24][CH2:25][CH3:26].C(OC(=O)C)(=O)C>>[CH2:25]([O:24][CH:23]=[C:5]([C:6](=[O:11])[C:7]([F:10])([F:8])[F:9])[C:4]([O:3][CH2:1][CH3:2])=[O:12])[CH3:26] |f:0.1|. Reactants: CN(C)c1cc(C(O)CS(C)(=O)=O)cc(N(C)C)c1C(C)(C)C, CS(C)=O, N#CCCNc1ccccc1. Product: CN(C)c1cc(CC(C#N)=CNc2ccccc2)cc(N(C)C)c1C(C)(C)C. As a reaction SMILES: [C:1]([CH3:2])([CH3:3])([CH3:4])[c:5]1[c:6]([N:21]([CH3:22])[CH3:23])[cH:7][c:8]([CH:9]([OH:10])[CH2:11][S:12]([CH3:13])(=[O:14])=[O:15])[cH:16][c:17]1[N:18]([CH3:19])[CH3:20].[CH3:35][S:36]([CH3:37])=[O:38].[NH:24]([c:25]1[cH:26][cH:27][cH:28][cH:29][cH:30]1)[CH2:31][CH2:32][C:33]#[N:34]>>[C:1]([CH3:2])([CH3:3])([CH3:4])[c:5]1[c:6]([N:21]([CH3:22])[CH3:23])[cH:7][c:8]([CH2:9][C:32](=[CH:31][NH:24][c:25]2[cH:26][cH:27][cH:28][cH:29][cH:30]2)[C:33]#[N:34])[cH:16][c:17]1[N:18]([CH3:19])[CH3:20].